Dataset: the Open Reaction Database (ORD), a public repository of structured organic reaction records. Task: describe an organic reaction: reactants, conditions, products, and yield Starting materials: CCOC(=O)CCCCC(C(=O)OC(C)(C)C)C(=O)c1cc(C)on1, O=C(O)C(F)(F)F. Product: CCOC(=O)CCCCC(C(=O)O)C(=O)c1cc(C)on1. Reaction SMILES: [CH3:1][c:2]1[cH:3][c:4]([C:7](=[O:8])[CH:9]([C:10](=[O:11])[O:12][C:13]([CH3:14])([CH3:15])[CH3:16])[CH2:17][CH2:18][CH2:19][CH2:20][C:21](=[O:22])[O:23][CH2:24][CH3:25])[n:5][o:6]1.[OH:26][C:27]([C:28]([F:29])([F:30])[F:31])=[O:32]>>[CH3:1][c:2]1[cH:3][c:4]([C:7](=[O:8])[CH:9]([C:10](=[O:11])[OH:12])[CH2:17][CH2:18][CH2:19][CH2:20][C:21](=[O:22])[O:23][CH2:24][CH3:25])[n:5][o:6]1. The reactants are OC1=C(N)C=CC(=C1F)F (2-hydroxy 3,4-difluoro aniline), BrC1=C(C=CC=C1)N=C=O (2-bromo phenyl isocyanate). The product is OC1=C(C=CC(=C1F)F)NC(=O)NC1=C(C=CC=C1)Br (N-(2-hydroxy 3,4difluoro phenyl) N′-(2-bromo phenyl)urea). Reaction SMILES: [OH:1][C:2]1[C:8]([F:9])=[C:7]([F:10])[CH:6]=[CH:5][C:3]=1[NH2:4].[Br:11][C:12]1[CH:17]=[CH:16][CH:15]=[CH:14][C:13]=1[N:18]=[C:19]=[O:20]>>[OH:1][C:2]1[C:8]([F:9])=[C:7]([F:10])[CH:6]=[CH:5][C:3]=1[NH:4][C:19]([NH:18][C:13]1[CH:14]=[CH:15][CH:16]=[CH:17][C:12]=1[Br:11])=[O:20]. Reported procedure: The urea was prepared from 2-hydroxy 3,4-difluoro aniline (0.290 g, 2 mmol) and 2-bromo phenyl isocyanate (0.4 g) by general Method B. It was purified by dilution with methylene chloride and precipitation with hexane (0.254 g, 37%). EI-MS m/z 343 (M+H)+ The reactants are C1(CCCCO1)=O (δ-Valerolactone), C1(=CC=CC=C1)C (toluene), [OH-].[K+] (potassium hydroxide), C(C1=CC=CC=C1)Br (benzyl bromide). Solvent: O (water). Conditions: temperature 125 celsius, time 8 hour. Product: C(C1=CC=CC=C1)OCCCCC(=O)O (5-Benzyloxyvaleric acid). Reaction SMILES: [C:1]1(=[O:7])[O:6][CH2:5][CH2:4][CH2:3][CH2:2]1.[C:8]1([CH3:14])[CH:13]=[CH:12][CH:11]=[CH:10][CH:9]=1.[OH-:15].[K+].C(Br)C1C=CC=CC=1>O>[CH2:14]([O:15][CH2:5][CH2:4][CH2:3][CH2:2][C:1]([OH:6])=[O:7])[C:8]1[CH:13]=[CH:12][CH:11]=[CH:10][CH:9]=1 |f:2.3|. Procedure: δ-Valerolactone (50 g) and toluene (500 mL) were mixed. To the mixture were added potassium hydroxide (158 g) and benzyl bromide (178 mL). The mixture was stirred at 125° C. overnight. To the reaction mixture was added water (350 mL) at ice temperature. The organic layer was removed, and the aqueous layer was washed with tert-butyl methyl ether (150 mL×3). To the resulting aqueous layer were added concentrated hydrochloric acid (75 mL) and 6 N hydrochloric acid (40 mL) at ice temperature. The mi... Starting materials: C(=O)(O)NC(=O)O (imidodicarbonic acid), C(C)(C)(C)OC(=O)NC=1C(=NC(=CN1)C1CC=C(CC1)O[Si](CC)(CC)CC)C1=CC(=C(C(=O)[O-])C=C1)F (4-(3-((tert-butoxycarbonyl)amino)-6-(4-((triethylsilyl)oxy)cyclohex-3-en-1-yl)pyrazin-2-yl)-2-fluorobenzoate), 1,3-bis(1,1-dimethylethyl) ester, [B-](F)(F)(F)F.[B-](F)(F)(F)F.C1C[N+]2(CC[N+]1(CC2)CCl)F (Selectfluor). Run in C(C)#N (acetonitrile). Conditions: time 8 hour. The product is C(=O)(O)NC(=O)O (imidodicarbonic acid), C(C)(C)(C)OC(=O)NC=1C(=NC(=CN1)C1CC(C(CC1)=O)F)C1=CC(=C(C(=O)[O-])C=C1)F (4-(3-((tert-butoxycarbonyl)amino)-6-(3-fluoro-4-oxocyclohexyl)pyrazin-2-yl)-2-fluorobenzoate), 1,3-bis(1,1-dimethylethyl) ester. Isolated yield 100.0%. As a reaction SMILES: [C:1]([NH:4][C:5]([OH:7])=[O:6])([OH:3])=[O:2].[C:8]([O:12][C:13]([NH:15][C:16]1[C:17]([C:36]2[CH:44]=[CH:43][C:39]([C:40]([O-:42])=[O:41])=[C:38]([F:45])[CH:37]=2)=[N:18][C:19]([CH:22]2[CH2:27][CH2:26][C:25]([O:28][Si](CC)(CC)CC)=[CH:24][CH2:23]2)=[CH:20][N:21]=1)=[O:14])([CH3:11])([CH3:10])[CH3:9].[B-](F)(F)(F)[F:47].[B-](F)(F)(F)F.C1[N+]2(CCl)CC[N+](F)(CC2)C1>C(#N)C>[C:1]([NH:4][C:5]([OH:7])=[O:6])([OH:3])=[O:2].[C:8]([O:12][C:13]([NH:15][C:16]1[C:17]([C:36]2[CH:44]=[CH:43][C:39]([C:40]([O-:42])=[O:41])=[C:38]([F:45])[CH:37]=2)=[N:18][C:19]([CH:22]2[CH2:23][CH2:24][C:25](=[O:28])[CH:26]([F:47])[CH2:27]2)=[CH:20][N:21]=1)=[O:14])([CH3:9])([CH3:11])[CH3:10] |f:2.3.4|. Reported procedure: To a solution of imidodicarbonic acid, 4-(3-((tert-butoxycarbonyl)amino)-6-(4-((triethylsilyl)oxy)cyclohex-3-en-1-yl)pyrazin-2-yl)-2-fluorobenzoate, 1,3-bis(1,1-dimethylethyl) ester (12.1 g, 17.29 mmol) in acetonitrile (57.6 mL) was added Selectfluor® (7.96 g, 22.47 mmol) at 0° C. The reaction mixture was warmed up to room temperature and stirred overnight. After quenched with sat. NaHCO3 solution, the reaction mixture was extracted with EtOAc. The organic layer was washed with water and brine, ... The reactants are O=C1CCC(=O)N1Br, O=C(OOC(=O)c1ccccc1)c1ccccc1, ClC(Cl)(Cl)Cl, CCc1ccc2c(-c3ccccc3)onc2c1. The product is CC(Br)c1ccc2c(-c3ccccc3)onc2c1. RXN SMILES: [Br:18][N:19]1[C:20](=[O:21])[CH2:22][CH2:23][C:24]1=[O:25].[C:26]([O:27][O:28][C:29](=[O:30])[c:31]1[cH:32][cH:33][cH:34][cH:35][cH:36]1)(=[O:37])[c:38]1[cH:39][cH:40][cH:41][cH:42][cH:43]1.[C:44]([Cl:45])([Cl:46])([Cl:47])[Cl:48].[CH2:1]([CH3:2])[c:3]1[cH:4][c:5]2[c:6]([c:7](-[c:10]3[cH:11][cH:12][cH:13][cH:14][cH:15]3)[o:8][n:9]2)[cH:16][cH:17]1>>[CH:1]([CH3:2])([c:3]1[cH:4][c:5]2[c:6]([c:7](-[c:10]3[cH:11][cH:12][cH:13][cH:14][cH:15]3)[o:8][n:9]2)[cH:16][cH:17]1)[Br:18]. Reactants: [OH-].[Na+] (NaOH), N[C@H]1CN(CC1)CC1=CC=C(C=C1)Cl ((R)-3-amino-1-(4-chlorobenzyl)pyrrolidine), C(C)(C)(C)OC(=O)NCC(=O)O (N-tert-butoxycarbonylglycine), CCN=C=NCCCN(C)C (EDCI), C=1C=CC2=C(C1)N=NN2O (HOBt). The solvent is C(Cl)Cl (CH2Cl2). Conditions: temperature 25 celsius, time 16 hour. Product: C(C)(C)(C)OC(=O)NCC(=O)N[C@H]1CN(CC1)CC1=CC=C(C=C1)Cl ((R)-3-{N-(tert-butoxycarbonyl)glycyl}amino 1-(4-chlorobenzyl)pyrrolidine). Isolated yield 91.7%. RXN SMILES: [NH2:1][C@@H:2]1[CH2:6][CH2:5][N:4]([CH2:7][C:8]2[CH:13]=[CH:12][C:11]([Cl:14])=[CH:10][CH:9]=2)[CH2:3]1.[C:15]([O:19][C:20]([NH:22][CH2:23][C:24](O)=[O:25])=[O:21])([CH3:18])([CH3:17])[CH3:16].CCN=C=NCCCN(C)C.C1C=CC2N(O)N=NC=2C=1.[OH-].[Na+]>C(Cl)Cl>[C:15]([O:19][C:20]([NH:22][CH2:23][C:24]([NH:1][C@@H:2]1[CH2:6][CH2:5][N:4]([CH2:7][C:8]2[CH:13]=[CH:12][C:11]([Cl:14])=[CH:10][CH:9]=2)[CH2:3]1)=[O:25])=[O:21])([CH3:18])([CH3:17])[CH3:16] |f:4.5|. Reported procedure: A solution of (R)-3-amino-1-(4-chlorobenzyl)pyrrolidine (3.35 g, 16 mmol) in CH2Cl2 (80 mL) was treated with Et2N (2.5 mL, 17.6 mmol), N-tert-butoxycarbonylglycine (2.79 g, 16.0 mmol), EDCI (3.07 g, 16.0 mmol) and HOBt (2.16 g, 16 mmol). After the reaction mixture was stirred at 25° C. for 16 h, 2 N NaOH solution (80 mL) was added. The organic layer was separated, and the aqueous layer was extracted with dichloromethane (100 mL×3). The combined organic layer was washed with water (100 mL×2) and ...